From a dataset of the Open Reaction Database (ORD), a public repository of structured organic reaction records. describe an organic reaction: reactants, conditions, products, and yield Reactants: CC(=O)OC(C)=O, COC(=O)c1ccc(OCCCl)c(OC)c1, CC(=O)O, O=[N+]([O-])O. The product is COC(=O)c1cc(OC)c(OCCCl)cc1[N+](=O)[O-]. RXN SMILES: [CH3:17][C:18]([O:19][C:20](=[O:21])[CH3:22])=[O:23].[CH3:1][O:2][C:3]([c:4]1[cH:5][c:6]([O:14][CH3:15])[c:7]([O:10][CH2:11][CH2:12][Cl:13])[cH:8][cH:9]1)=[O:16].[CH3:28][C:29](=[O:30])[OH:31].[OH:24][N+:25]([O-:26])=[O:27]>>[CH3:1][O:2][C:3]([c:4]1[cH:5][c:6]([O:14][CH3:15])[c:7]([O:10][CH2:11][CH2:12][Cl:13])[cH:8][c:9]1[N+:25](=[O:24])[O-:26])=[O:16]. Starting materials: OC1CNS(C2=C1C=C(S2)S(=O)(=O)NC(C)(C)C)(=O)=O (3,4-dihydro-4-hydroxy-N-(1,1-dimethylethyl)-2H-thieno[3,2-e]-1,2-thiazine-6-sulfonamide 1,1-dioxide), CC(=O)C.OS(=O)(=O)O.O=[Cr](=O)=O (Jones reagent), CrO3, OS(=O)(=O)O (H2SO4). Run in CC(=O)C (acetone), O (H2O). Reaction conditions: time 1 hour. Product: CC(C)(C)NS(=O)(=O)C1=CC=2C(CNS(C2S1)(=O)=O)=O (2,3-Dihydro-N-(1,1-dimethylethyl)-4-oxo-4H-thieno[3,2-e]-1,2-thiazine-6-sulfonamide 1,1-dioxide). The yield is 82.0%. As a reaction SMILES: [OH:1][CH:2]1[C:7]2[CH:8]=[C:9]([S:11]([NH:14][C:15]([CH3:18])([CH3:17])[CH3:16])(=[O:13])=[O:12])[S:10][C:6]=2[S:5](=[O:20])(=[O:19])[NH:4][CH2:3]1.CC(C)=O.OS(O)(=O)=O.O=[Cr](=O)=O.OS(O)(=O)=O>CC(C)=O.O>[CH3:18][C:15]([NH:14][S:11]([C:9]1[S:10][C:6]2[S:5](=[O:20])(=[O:19])[NH:4][CH2:3][C:2](=[O:1])[C:7]=2[CH:8]=1)(=[O:13])=[O:12])([CH3:16])[CH3:17] |f:1.2.3|. Procedure details: To a solution of 3,4-dihydro-4-hydroxy-N-(1,1-dimethylethyl)-2H-thieno[3,2-e]-1,2-thiazine-6-sulfonamide 1,1-dioxide (3.36 g, 9.87 mmol) in acetone (15 mL) at room temperature was added Jones reagent [2 mL (prepared by dissolving CrO3 (7 g) in H2O (50 mL) and adding H2SO4 (6.1 mL)]. The mixture was stirred at room temperature for one hour, solvent was evaporated and the residue dissolved in ethyl acetate (75 mL). This solution was washed with saturated aqueous sodium bicarbonate until the the or... The reactants are C(=O)(OC)[C@@H]1[C@H]2CC[C@@H](C[C@@H]1C1=CC=C(C=C1)[Si](C)(C)C)N2C (2β-Carbomethoxy-3β-(4′-trimethylsilylphenyl)tropane), methyl ester, C1(=CC=CC=C1)[Mg]Br (phenylmagnesium bromide). Yields the product C(=O)(OC)[C@@H]1[C@H]2CC[C@@H](C[C@@H]1C1=CC=CC=C1)N2C (2β-Carbomethoxy-3β-phenyltropane). RXN SMILES: [C:1]([C@H:5]1[C@@H:11]([C:12]2[CH:17]=[CH:16][C:15]([Si](C)(C)C)=[CH:14][CH:13]=2)[CH2:10][C@H:9]2[N:22]([CH3:23])[C@@H:6]1[CH2:7][CH2:8]2)([O:3][CH3:4])=[O:2].C1([Mg]Br)C=CC=CC=1>>[C:1]([C@H:5]1[C@@H:11]([C:12]2[CH:17]=[CH:16][CH:15]=[CH:14][CH:13]=2)[CH2:10][C@H:9]2[N:22]([CH3:23])[C@@H:6]1[CH2:7][CH2:8]2)([O:3][CH3:4])=[O:2]. Procedure details: This compound was synthesized using a similar reaction as 2β-Carbomethoxy-3β-(4′-trimethylsilylphenyl)tropane starting with anhydroecognine methyl ester and phenylmagnesium bromide. Starting materials: CC#N, Cn1cncc1C(O)(c1ccc(Cl)cc1)c1ccc2nc(Cl)nc(-c3cccc(Cl)c3)c2c1, [Na+], [Na+], O=C([O-])[O-], C1COCCO1, O, Cl[Pd]Cl, c1ccc(P(c2ccccc2)c2ccccc2)cc1, c1ccc(P(c2ccccc2)c2ccccc2)cc1, OB(O)c1cccnc1. The product is Cn1cncc1C(O)(c1ccc(Cl)cc1)c1ccc2nc(-c3cccnc3)nc(-c3cccc(Cl)c3)c2c1. Reaction SMILES: [CH3:44][C:45]#[N:46].[Cl:1][c:2]1[n:3][c:4]2[cH:5][cH:6][c:7]([C:19]([OH:20])([c:21]3[cH:22][n:23][cH:24][n:25]3[CH3:26])[c:27]3[cH:28][cH:29][c:30]([Cl:33])[cH:31][cH:32]3)[cH:8][c:9]2[c:10](-[c:12]2[cH:13][c:14]([Cl:18])[cH:15][cH:16][cH:17]2)[n:11]1.[Na+:47].[Na+:48].[O-:49][C:50](=[O:51])[O-:52].[O:53]1[CH2:54][CH2:55][O:56][CH2:57][CH2:58]1.[OH2:43].[Pd:59]([Cl:60])[Cl:61].[c:62]1([P:63]([c:64]2[cH:65][cH:66][cH:67][cH:68][cH:69]2)[c:70]2[cH:71][cH:72][cH:73][cH:74][cH:75]2)[cH:76][cH:77][cH:78][cH:79][cH:80]1.[c:81]1([P:82]([c:83]2[cH:84][cH:85][cH:86][cH:87][cH:88]2)[c:89]2[cH:90][cH:91][cH:92][cH:93][cH:94]2)[cH:95][cH:96][cH:97][cH:98][cH:99]1.[n:34]1[cH:35][c:36]([B:40]([OH:41])[OH:42])[cH:37][cH:38][cH:39]1>>[c:2]1(-[c:36]2[cH:35][n:34][cH:39][cH:38][cH:37]2)[n:3][c:4]2[cH:5][cH:6][c:7]([C:19]([OH:20])([c:21]3[cH:22][n:23][cH:24][n:25]3[CH3:26])[c:27]3[cH:28][cH:29][c:30]([Cl:33])[cH:31][cH:32]3)[cH:8][c:9]2[c:10](-[c:12]2[cH:13][c:14]([Cl:18])[cH:15][cH:16][cH:17]2)[n:11]1. Starting materials: C(C)OC(C1=CC(=NC(=C1)C=C(C)C)C)=O (2-Methyl-6-(2-methyl-propenyl)-isonicotinic acid ethyl ester). Reagents/catalysts: [Pd] (Pd/C). The solvent is C1CCOC1 (THF), CO (methanol). Run at time 5 hour. Product: C(C)OC(C1=CC(=NC(=C1)CC(C)C)C)=O (2-methyl-6-(2-methyl-propyl)-isonicotinic acid ethyl ester). The yield is 97.8%. RXN SMILES: [CH2:1]([O:3][C:4](=[O:16])[C:5]1[CH:10]=[C:9]([CH:11]=[C:12]([CH3:14])[CH3:13])[N:8]=[C:7]([CH3:15])[CH:6]=1)[CH3:2]>C1COCC1.CO.[Pd]>[CH2:1]([O:3][C:4](=[O:16])[C:5]1[CH:10]=[C:9]([CH2:11][CH:12]([CH3:13])[CH3:14])[N:8]=[C:7]([CH3:15])[CH:6]=1)[CH3:2]. Procedure details: 2-Methyl-6-(2-methyl-propenyl)-isonicotinic acid ethyl ester (9.90 g, 45.2 mmol) is dissolved in THF (100 mL) and methanol (100 mL), Pd/C (800 mg, 10% Pd) is added and the mixture is stirred under 1 atm H2 at rt for 5 h. The catalyst is filtered off and the filtrate is evaporated. The crude product is purified by CC on silica gel eluting with hexane:EA 1:1 to give 2-methyl-6-(2-methyl-propyl)-isonicotinic acid ethyl ester (9.78 g) as a colourless oil; LC-MS: tR=0.71 min. Reactants: [Al+3], C1CCOC1, [H-], [H-], [H-], [H-], [K+], [Li+], [OH-], O, N#Cc1ccc(-c2ccc(O)cc2)cc1. Yields the product NCc1ccc(-c2ccc(O)cc2)cc1. As a reaction SMILES: [Al+3:17].[CH2:25]1[O:26][CH2:27][CH2:28][CH2:29]1.[H-:16].[H-:19].[H-:20].[H-:21].[K+:24].[Li+:18].[OH-:23].[OH2:22].[OH:1][c:2]1[cH:3][cH:4][c:5](-[c:8]2[cH:9][cH:10][c:11]([C:14]#[N:15])[cH:12][cH:13]2)[cH:6][cH:7]1>>[OH:1][c:2]1[cH:3][cH:4][c:5](-[c:8]2[cH:9][cH:10][c:11]([CH2:14][NH2:15])[cH:12][cH:13]2)[cH:6][cH:7]1. Starting materials: CN1CCC(CC1)=C1C2=C(C(=CC3=C1C=CC=C3)Br)C=CC=C2 (1-Methyl-4-(10-bromo-5H-dibenzo[a,d]cyclohepten-5-ylidene)piperidine), N1CCCCC1 (piperidine), solution, CC(C)([O-])C.[K+] (potassium t-butoxide). The solvent is C(C)(C)(C)O (t-butanol). The product is CN1CCC(CC1)=C1C2=C(C(=CC3=C1C=CC=C3)N3CCCCC3)C=CC=C2 (1-Methyl-4-(10-(1-piperidyl)-5H-dibenzo[a,d]cyclohepten-5-ylidene)piperidin). As a reaction SMILES: [CH3:1][N:2]1[CH2:7][CH2:6][C:5](=[C:8]2[C:14]3[CH:15]=[CH:16][CH:17]=[CH:18][C:13]=3[CH:12]=[C:11](Br)[C:10]3[CH:20]=[CH:21][CH:22]=[CH:23][C:9]2=3)[CH2:4][CH2:3]1.CC(C)([O-])C.[K+].[NH:30]1[CH2:35][CH2:34][CH2:33][CH2:32][CH2:31]1>C(O)(C)(C)C>[CH3:1][N:2]1[CH2:7][CH2:6][C:5](=[C:8]2[C:14]3[CH:15]=[CH:16][CH:17]=[CH:18][C:13]=3[CH:12]=[C:11]([N:30]3[CH2:35][CH2:34][CH2:33][CH2:32][CH2:31]3)[C:10]3[CH:20]=[CH:21][CH:22]=[CH:23][C:9]2=3)[CH2:4][CH2:3]1 |f:1.2|. Procedure details: 1-Methyl-4-(10-bromo-5H-dibenzo[a,d]cyclohepten-5-ylidene)piperidine, 2.87 g. (0.0079 mole), 50 ml. of a 0.4M solution of potassium t-butoxide in t-butanol, and 20 ml. of dry piperidine is stirred and refluxed under anhydrous conditions for 6 hours. The reaction mixture is cooled and partitioned between 350 ml. of benzene and 50 ml. of water. The benzene layer is then extracted 5 more times with 50 ml. each of water. The benzene layer is then dried over anhydrous MgSO4, filtered, and the benzene...